This data is from the Open Reaction Database (ORD), a public repository of structured organic reaction records. The task is: describe an organic reaction: reactants, conditions, products, and yield Conditions: time 18 hour. Solvent: N1=CC=CC=C1 (pyridine), C(C)N(CC)CC (triethylamine). Yields the product C(N)(=S)C=1C=C2C(=NC1)OC(=C2)C(=O)NC2=CC=C(OCC(=O)OC(C)(C)C)C=C2 (t-butyl 4-(5-thiocarbamoylfuro[2,3-b]pyridine-2-carbonylamino)phenoxyacetate). Reported procedure: t-Butyl 4-(5-cyanofuro[2,3-b]pyridine-2-carbonylamino)phenoxyacetate (430 mg, 1.10 mmol) was dissolved in a mixed solvent of pyridine (16 ml) and triethylamine (4 ml), and a hydrogen sulfide gas was blown in for 10 minutes. The mixture was stirred at room temperature for 18 hours. The solvent was distilled away from the reaction mixture under reduced pressure to give t-butyl 4-(5-thiocarbamoylfuro[2,3-b]pyridine-2-carbonylamino)phenoxyacetate as a yellow solid. This solid was dissolved in aceton... The reactants are C(#N)C=1C=C2C(=NC1)OC(=C2)C(=O)NC2=CC=C(OCC(=O)OC(C)(C)C)C=C2 (t-Butyl 4-(5-cyanofuro[2,3-b]pyridine-2-carbonylamino)phenoxyacetate), S (hydrogen sulfide). Reaction SMILES: [C:1]([C:3]1[CH:4]=[C:5]2[CH:11]=[C:10]([C:12]([NH:14][C:15]3[CH:29]=[CH:28][C:18]([O:19][CH2:20][C:21]([O:23][C:24]([CH3:27])([CH3:26])[CH3:25])=[O:22])=[CH:17][CH:16]=3)=[O:13])[O:9][C:6]2=[N:7][CH:8]=1)#[N:2].[SH2:30]>N1C=CC=CC=1.C(N(CC)CC)C>[C:1]([C:3]1[CH:4]=[C:5]2[CH:11]=[C:10]([C:12]([NH:14][C:15]3[CH:29]=[CH:28][C:18]([O:19][CH2:20][C:21]([O:23][C:24]([CH3:25])([CH3:26])[CH3:27])=[O:22])=[CH:17][CH:16]=3)=[O:13])[O:9][C:6]2=[N:7][CH:8]=1)(=[S:30])[NH2:2]. Starting materials: O=C(CBr)Nc1cccc(-c2cnc3ccccc3n2)c1, O=C([O-])[O-], CC#N, [K+], [K+], c1cc(N2CCNCC2)ccn1. Product: O=C(CN1CCN(c2ccncc2)CC1)Nc1cccc(-c2cnc3ccccc3n2)c1. As a reaction SMILES: [Br:1][CH2:2][C:3](=[O:4])[NH:5][c:6]1[cH:7][c:8](-[c:12]2[n:13][c:14]3[cH:15][cH:16][cH:17][cH:18][c:19]3[n:20][cH:21]2)[cH:9][cH:10][cH:11]1.[C:22](=[O:23])([O-:24])[O-:25].[CH3:40][C:41]#[N:42].[K+:26].[K+:27].[n:28]1[cH:29][cH:30][c:31]([N:34]2[CH2:35][CH2:36][NH:37][CH2:38][CH2:39]2)[cH:32][cH:33]1>>[CH2:2]([C:3](=[O:4])[NH:5][c:6]1[cH:7][c:8](-[c:12]2[n:13][c:14]3[cH:15][cH:16][cH:17][cH:18][c:19]3[n:20][cH:21]2)[cH:9][cH:10][cH:11]1)[N:37]1[CH2:36][CH2:35][N:34]([c:31]2[cH:30][cH:29][n:28][cH:33][cH:32]2)[CH2:39][CH2:38]1. The reactants are COC1=C(C=C(C(=C1)Cl)N)C=1NC(=C(N1)C)C=1C=NC=CC1 (2-(2-methoxy-4-chloro-5-aminophenyl)-4-methyl-5-(3-pyridyl)imidazole), C(C)(=O)OC(C)=O (acetic anhydride), ice water. The solvent is C(C)(=O)OCC (ethyl acetate), O1CCCC1 (tetrahydrofuran). Product: COC1=C(C=C(C(=C1)Cl)NC(C)=O)C=1NC(=C(N1)C)C=1C=NC=CC1 (2-(2-methoxy-4-chloro-5-acetamidophenyl)-4-methyl-5-(3-pyridyl)imidazole). As a reaction SMILES: [CH3:1][O:2][C:3]1[CH:8]=[C:7]([Cl:9])[C:6]([NH2:10])=[CH:5][C:4]=1[C:11]1[NH:12][C:13]([C:17]2[CH:18]=[N:19][CH:20]=[CH:21][CH:22]=2)=[C:14]([CH3:16])[N:15]=1.[C:23](OC(=O)C)(=[O:25])[CH3:24]>C(OCC)(=O)C.O1CCCC1>[CH3:1][O:2][C:3]1[CH:8]=[C:7]([Cl:9])[C:6]([NH:10][C:23](=[O:25])[CH3:24])=[CH:5][C:4]=1[C:11]1[NH:12][C:13]([C:17]2[CH:18]=[N:19][CH:20]=[CH:21][CH:22]=2)=[C:14]([CH3:16])[N:15]=1. Reported procedure: A solution of 2-(2-methoxy-4-chloro-5-aminophenyl)-4-methyl-5-(3-pyridyl)imidazole (1.0 g) and acetic anhydride (2 ml) in a mixture of ethyl acetate (20 ml) and tetrahydrofuran (10 ml) was refluxed for 2 hours. The reaction mixture was cooled with ice-water and the crystalline residue was collected by filtration to give 2-(2-methoxy-4-chloro-5-acetamidophenyl)-4-methyl-5-(3-pyridyl)imidazole (0.7 g). Reactants: C1=CC(=CC2=C1CNC1=C(S2(=O)=O)C=CC=C1)C(=O)OC (Methyl 10,11-dihydrodibenzo[b,f][1,4]thiazepin-3-carboxylate 5,5-Dioxide), C(C)O (ethanol), [OH-].[K+] (potassium hydroxide), O (water). The solvent is O1CCOCC1 (dioxane). The product is C1=CC(=CC2=C1CNC1=C(S2(=O)=O)C=CC=C1)C(=O)O (10,11-Dihydrodibenzo[b,f][1,4]thiazepin-3-carboxylic Acid 5,5-Dioxide). Reaction SMILES: [CH:1]1[C:6]2[CH2:7][NH:8][C:9]3[CH:17]=[CH:16][CH:15]=[CH:14][C:10]=3[S:11](=[O:13])(=[O:12])[C:5]=2[CH:4]=[C:3]([C:18]([O:20]C)=[O:19])[CH:2]=1.[OH-].[K+].O.C(O)C>O1CCOCC1>[CH:1]1[C:6]2[CH2:7][NH:8][C:9]3[CH:17]=[CH:16][CH:15]=[CH:14][C:10]=3[S:11](=[O:13])(=[O:12])[C:5]=2[CH:4]=[C:3]([C:18]([OH:20])=[O:19])[CH:2]=1 |f:1.2|. Procedure details: Stir a mixture of 3.03 gm. (10 mmole) of the ester of Example 15, 2.24 gm. (20 mmole) of 85% aqueous potassium hydroxide, 11 ml. of water, 55 ml. of ethanol and 5.5 ml. of dioxane under nitrogen for 2 hours. Concentrate the reaction mixture to the point of crystallization and dilute with 40 ml. of water. Filter and acidify with acetic acid. Separate the precipitate by filtration and wash with water and dry to obtain the title product (m.p. 304°-306° C.). Reactants: [BH4-], CO, [Cl-], O=Cc1ccc(OCCCCl)cc1, [NH4+], [Na+]. The product is OCc1ccc(OCCCCl)cc1. As a reaction SMILES: [BH4-:14].[CH3:18][OH:19].[Cl-:16].[Cl:1][CH2:2][CH2:3][CH2:4][O:5][c:6]1[cH:7][cH:8][c:9]([CH:10]=[O:11])[cH:12][cH:13]1.[NH4+:17].[Na+:15]>>[Cl:1][CH2:2][CH2:3][CH2:4][O:5][c:6]1[cH:7][cH:8][c:9]([CH2:10][OH:11])[cH:12][cH:13]1. Reactants: CC(C)(C)OC(=O)C1CC(S(C)(=O)=O)C(c2ccccc2F)N1C(=O)CNC(=O)Nc1cccc(C(=O)OCc2ccccc2)c1, CCO. The product is CC(C)(C)OC(=O)C1CC(S(C)(=O)=O)C(c2ccccc2F)N1C(=O)CNC(=O)Nc1cccc(C(=O)O)c1. Reaction SMILES: [CH2:1]([c:2]1[cH:3][cH:4][cH:5][cH:6][cH:7]1)[O:8][C:9](=[O:10])[c:11]1[cH:12][c:13]([NH:17][C:18]([NH:19][CH2:20][C:21](=[O:22])[N:23]2[CH:24]([C:39](=[O:40])[O:41][C:42]([CH3:43])([CH3:44])[CH3:45])[CH2:25][CH:26]([S:35](=[O:36])(=[O:37])[CH3:38])[CH:27]2[c:28]2[c:29]([F:34])[cH:30][cH:31][cH:32][cH:33]2)=[O:46])[cH:14][cH:15][cH:16]1.[CH3:47][CH2:48][OH:49]>>[O:8]=[C:9]([OH:10])[c:11]1[cH:12][c:13]([NH:17][C:18]([NH:19][CH2:20][C:21](=[O:22])[N:23]2[CH:24]([C:39](=[O:40])[O:41][C:42]([CH3:43])([CH3:44])[CH3:45])[CH2:25][CH:26]([S:35](=[O:36])(=[O:37])[CH3:38])[CH:27]2[c:28]2[c:29]([F:34])[cH:30][cH:31][cH:32][cH:33]2)=[O:46])[cH:14][cH:15][cH:16]1. Reactants: BrC=1C=C(C=CC1)C1NC2=CC=C(C=C2CC1(C)C)C(=O)O (2-(3-bromo-phenyl)-3,3-dimethyl-1,2,3,4-tetrahydro-quinoline-6-carboxylic acid), N1C(NCC1)=O (imidazolidin-2-one), Cl.CN(CC(=O)O)C (N,N-dimethylglycine hydrochloride), C([O-])([O-])=O.[K+].[K+] (potassium carbonate), IC1=CC=CC=C1 (Iodo-benzene), Cl.CN(CC(=O)O)C (N,N-dimethylglycine hydrochloride), C([O-])([O-])=O.[K+].[K+] (potassium carbonate). Reagents/catalysts: [Cu]I (copper(I) iodide), [Cu]I (copper(I) iodide). Solvent: CS(=O)C (dimethyl sulfoxide). Run at temperature 120 celsius, time 12 hour. The product is CC1(C(NC2=CC=C(C=C2C1)C(=O)O)C1=CC(=CC=C1)N1C(N(CC1)C1=CC=CC=C1)=O)C (3,3-dimethyl-2-[3-(2-oxo-3-phenyl-imidazolidin-1-yl)-phenyl]-1,2,3,4-tetrahydro-quinoline-6-carboxylic acid). Isolated yield 9.3%. Reaction SMILES: Br[C:2]1[CH:3]=[C:4]([CH:8]2[C:17]([CH3:19])([CH3:18])[CH2:16][C:15]3[C:10](=[CH:11][CH:12]=[C:13]([C:20]([OH:22])=[O:21])[CH:14]=3)[NH:9]2)[CH:5]=[CH:6][CH:7]=1.[NH:23]1[CH2:27][CH2:26][NH:25][C:24]1=[O:28].Cl.CN(C)CC(O)=O.C(=O)([O-])[O-].[K+].[K+].I[C:44]1[CH:49]=[CH:48][CH:47]=[CH:46][CH:45]=1>CS(C)=O.[Cu]I>[CH3:18][C:17]1([CH3:19])[CH2:16][C:15]2[C:10](=[CH:11][CH:12]=[C:13]([C:20]([OH:22])=[O:21])[CH:14]=2)[NH:9][CH:8]1[C:4]1[CH:5]=[CH:6][CH:7]=[C:2]([N:23]2[CH2:27][CH2:26][N:25]([C:44]3[CH:49]=[CH:48][CH:47]=[CH:46][CH:45]=3)[C:24]2=[O:28])[CH:3]=1 |f:2.3,4.5.6|. Procedure details: A mixture of 2-(3-bromo-phenyl)-3,3-dimethyl-1,2,3,4-tetrahydro-quinoline-6-carboxylic acid (720 mg, 2 mmol), imidazolidin-2-one (861 mg, 10 mmol), copper(I) iodide (229 mg, 1.2 mmol), N,N-dimethylglycine hydrochloride (224 g, 1.6 mmol) and potassium carbonate (829 mg, 6 mmol) in dimethyl sulfoxide (5 mL) was stirred at 120° C. for 12 h. Then the reaction mixture cooled to room temperature. Iodo-benzene (2.17 mL, 20 mmol), copper(I) iodide (229 mg, 1.2 mmol), N,N-dimethylglycine hydrochloride (2... The reactants are Cl.FC1=C(C=C(C(=C1)F)NC=1C2=C(N=CN1)SC1=C2CCNC1)O (2,4-Difluoro-5-(5,6,7,8-tetrahydropyrido[4′,3′:4,5]thieno[2,3-d]pyrimidin-4-ylamino)phenol hydrochloride), Cl.CN(C/C=C/C(=O)O)C ((2E)-4-(Dimethylamino)but-2-enoic acid hydrochloride). Product: CN(C/C=C/C(=O)N1CC2=C(C3=C(N=CN=C3NC=3C(=CC(=C(C3)O)F)F)S2)CC1)C (5-({7-[(2E)-4-(Dimethylamino)but-2-enoyl]-5,6,7,8-tetrahydropyrido[4′,3′:4,5]thieno[2,3-d]-pyrimidin-4-yl}amino)-2,4-difluorophenol). RXN SMILES: Cl.[F:2][C:3]1[CH:8]=[C:7]([F:9])[C:6]([NH:10][C:11]2[C:12]3[C:19]4[CH2:20][CH2:21][NH:22][CH2:23][C:18]=4[S:17][C:13]=3[N:14]=[CH:15][N:16]=2)=[CH:5][C:4]=1[OH:24].Cl.[CH3:26][N:27]([CH3:34])[CH2:28]/[CH:29]=[CH:30]/[C:31](O)=[O:32]>>[CH3:26][N:27]([CH3:34])[CH2:28]/[CH:29]=[CH:30]/[C:31]([N:22]1[CH2:21][CH2:20][C:19]2[C:12]3[C:11]([NH:10][C:6]4[C:7]([F:9])=[CH:8][C:3]([F:2])=[C:4]([OH:24])[CH:5]=4)=[N:16][CH:15]=[N:14][C:13]=3[S:17][C:18]=2[CH2:23]1)=[O:32] |f:0.1,2.3|. Reported procedure: The compound was synthesized in analogy to Example 122 from 2,4-difluoro-5-(5,6,7,8-tetrahydropyrido[4′,3′:4,5]thieno[2,3-d]pyrimidin-4-ylamino)phenol hydrochloride from Example 71A (100 mg, 0.27 mmol) and (2E)-4-(dimethylamino)but-2-enoic acid hydrochloride from Example 1A (63 mg, 0.38 mmol) to yield 40 mg (32%). Reactants: C1(=CC=CC=C1)C1=CC=C(O1)C(=O)NNC(=O)OC(C)(C)C (tert-butyl 2-(5-phenylfuran-2-carbonyl)hydrazinecarboxylate), C(=O)(C(F)(F)F)O (TFA). Run in C(Cl)Cl (DCM). Reaction conditions: time 8 hour. Yields the product C1(=CC=CC=C1)C1=CC=C(O1)C(=O)NN (5-phenylfuran-2-carbohydrazide). Yield: 74.2%. As a reaction SMILES: [C:1]1([C:7]2[O:11][C:10]([C:12]([NH:14][NH:15]C(OC(C)(C)C)=O)=[O:13])=[CH:9][CH:8]=2)[CH:6]=[CH:5][CH:4]=[CH:3][CH:2]=1.C(O)(C(F)(F)F)=O>C(Cl)Cl>[C:1]1([C:7]2[O:11][C:10]([C:12]([NH:14][NH2:15])=[O:13])=[CH:9][CH:8]=2)[CH:2]=[CH:3][CH:4]=[CH:5][CH:6]=1. Procedure details: To a solution of tert-butyl 2-(5-phenylfuran-2-carbonyl)hydrazinecarboxylate (300 mg, 1 mmol) in DCM (10 mL), TFA (4.85 g, 50 mmol) was added dropwise. The mixture was stirred at RT overnight, then concentrated under reduced pressure and purified by silica gel column chromatography (EtOAc:Petroleum ether:TEA=50:50:1) to afford 5-phenylfuran-2-carbohydrazide as a light yellow solid (150 mg, 74%). MS (ES+) C11H10N2O2 requires: 202. found: 203 [M+H]+. Solvent: C1CCOC1 (THF), C1CCOC1 (THF). Starting materials: CCOC(=O)/N=N/C(=O)OCC (diethylazodicarboxylate), resultant solution, [C@H]12[C@@H](O)C(O)=C(O)[C@H](O1)CO2 (1,6-anhydro-β-D-threo-hex-3-enopyranose), C1(=CC=CC=C1)P(C1=CC=CC=C1)C1=CC=CC=C1 (triphenyl phosphine), COC1=CC=C(C(=O)O)C=C1 (4-methoxybenzoic acid). Yield: 78.5%. Reaction SMILES: [C@@H:1]12[O:11][CH2:10][C@@H:8]([O:9]1)[C:6](O)=[C:4](O)[C@@H:2]2[OH:3].C1(P(C2C=CC=CC=2)C2C=CC=CC=2)C=CC=CC=1.[CH3:31][O:32][C:33]1[CH:41]=[CH:40][C:36]([C:37](O)=[O:38])=[CH:35][CH:34]=1.CCOC(/N=N/C(OCC)=O)=O>C1COCC1>[CH3:31][O:32][C:33]1[CH:41]=[CH:40][C:36]([C:37]([O:3][C@@H:2]2[CH:4]=[CH:6][C@H:8]3[CH2:10][O:11][C@@H:1]2[O:9]3)=[O:38])=[CH:35][CH:34]=1. Procedure: 1.28 g (10.0 mmol) of 1,6-anhydro-β-D-threo-hex-3-enopyranose, 5.25 g (20.0 mmol) of triphenyl phosphine, and 3.04 g (20.0 mmol) of 4-methoxybenzoic acid were added to 16 ml of dry THF, and a solution obtained by dissolving 3.48 g (20.0 mmol) of diethylazodicarboxylate in 16 ml of dry THF was gradually dropped in the above mixture in a nitrogen-sealed ice-water bath. The resultant solution was stirred at room temperature for 41 hours. The solvent was distilled from the reaction solution at a red... The product is COC1=CC=C(C(=O)O[C@H]2[C@H]3O[C@@H](C=C2)CO3)C=C1 (1,6-anhydro-3,4-dideoxy-2-O-(4-methoxybenzoyl)-β-D-eryt hro-hex-3-enopyranose).